From a dataset of the Open Reaction Database (ORD), a public repository of structured organic reaction records. describe an organic reaction: reactants, conditions, products, and yield Product: CCC(CC)NS(=O)(=O)c1nnc(NC(C)=O)s1. Reactants: CC(=O)Nc1nnc(S(=O)(=O)Cl)s1, CCC(N)CC, Cl, O. Reaction SMILES: [C:7]([CH3:8])(=[O:9])[NH:10][c:11]1[s:12][c:13]([S:16](=[O:17])(=[O:18])[Cl:19])[n:14][n:15]1.[CH2:1]([CH3:2])[CH:3]([CH2:4][CH3:5])[NH2:6].[ClH:20].[OH2:21]>>[CH2:1]([CH3:2])[CH:3]([CH2:4][CH3:5])[NH:6][S:16]([c:13]1[s:12][c:11]([NH:10][C:7]([CH3:8])=[O:9])[n:15][n:14]1)(=[O:17])=[O:18].